This data is from the Open Reaction Database (ORD), a public repository of structured organic reaction records. The task is: describe an organic reaction: reactants, conditions, products, and yield Reactants: O=C([O-])[O-], CO, COC(=O)C(=Cc1ccccc1)COC(C)=O, [K+], [K+]. Yields the product COC(=O)C(=Cc1ccccc1)CO. RXN SMILES: [C:18](=[O:19])([O-:20])[O-:21].[CH3:24][OH:25].[CH:1]([c:2]1[cH:3][cH:4][cH:5][cH:6][cH:7]1)=[C:8]([C:9](=[O:10])[O:11][CH3:12])[CH2:13][O:14][C:15](=[O:16])[CH3:17].[K+:22].[K+:23]>>[CH:1]([c:2]1[cH:3][cH:4][cH:5][cH:6][cH:7]1)=[C:8]([C:9](=[O:10])[O:11][CH3:12])[CH2:13][OH:14]. The product is O=S(=O)(Nc1ccc2[nH]nc(-c3ccccc3)c2c1)C1CCNCC1. As a reaction SMILES: [CH2:1]([SH:2])[CH3:3].[Cl:39][CH2:40][Cl:41].[c:4]1(-[c:10]2[n:11][nH:12][c:13]3[cH:14][cH:15][c:16]([NH:19][S:20](=[O:21])(=[O:22])[CH:23]4[CH2:24][CH2:25][N:26]([C:29]([O:30][CH2:31][c:32]5[cH:33][cH:34][cH:35][cH:36][cH:37]5)=[O:38])[CH2:27][CH2:28]4)[cH:17][c:18]23)[cH:5][cH:6][cH:7][cH:8][cH:9]1>>[c:4]1(-[c:10]2[n:11][nH:12][c:13]3[cH:14][cH:15][c:16]([NH:19][S:20](=[O:21])(=[O:22])[CH:23]4[CH2:24][CH2:25][NH:26][CH2:27][CH2:28]4)[cH:17][c:18]23)[cH:5][cH:6][cH:7][cH:8][cH:9]1. Reactants: CCS, ClCCl, O=C(OCc1ccccc1)N1CCC(S(=O)(=O)Nc2ccc3[nH]nc(-c4ccccc4)c3c2)CC1. Starting materials: FC(C(=O)O)(F)F (Trifluoroacetic acid), NC1=NC=2C=C(C=CC2C2=C1N=C(N2CC(C)(C)O)COCC)OCCOCCOCCOCCNC(CCSC(C2=CC=CC=C2)(C2=CC=CC=C2)C2=CC=CC=C2)=O (N-(2-{2-[2-(2-{[4-amino-2-(ethoxymethyl)-1-(2-hydroxy-2-methylpropyl)-1H-imidazo[4,5-c]quinolin-7-yl]oxy}ethoxy)ethoxy]ethoxy}ethyl)-3-(tritylthio)propanamide), C(C)[SiH](CC)CC (triethylsilane). The solvent is ClCCl (dichloromethane). Conditions: temperature 0 celsius, time 2 hour. Yields the product NC1=NC=2C=C(C=CC2C2=C1N=C(N2CC(C)(C)O)COCC)OCCOCCOCCOCCNC(CCS)=O (N-(2-{2-[2-(2-{[4-amino-2-(ethoxymethyl)-1-(2-hydroxy-2-methylpropyl)-1H-imidazo[4,5-c]quinolin-7-yl]oxy}ethoxy)ethoxy]ethoxy}ethyl)-3-mercaptopropanamide). The yield is 56.1%. As a reaction SMILES: FC(F)(F)C(O)=O.[NH2:8][C:9]1[C:18]2[N:19]=[C:20]([CH2:27][O:28][CH2:29][CH3:30])[N:21]([CH2:22][C:23]([OH:26])([CH3:25])[CH3:24])[C:17]=2[C:16]2[CH:15]=[CH:14][C:13]([O:31][CH2:32][CH2:33][O:34][CH2:35][CH2:36][O:37][CH2:38][CH2:39][O:40][CH2:41][CH2:42][NH:43][C:44](=[O:67])[CH2:45][CH2:46][S:47]C(C3C=CC=CC=3)(C3C=CC=CC=3)C3C=CC=CC=3)=[CH:12][C:11]=2[N:10]=1.C([SiH](CC)CC)C>ClCCl>[NH2:8][C:9]1[C:18]2[N:19]=[C:20]([CH2:27][O:28][CH2:29][CH3:30])[N:21]([CH2:22][C:23]([OH:26])([CH3:25])[CH3:24])[C:17]=2[C:16]2[CH:15]=[CH:14][C:13]([O:31][CH2:32][CH2:33][O:34][CH2:35][CH2:36][O:37][CH2:38][CH2:39][O:40][CH2:41][CH2:42][NH:43][C:44](=[O:67])[CH2:45][CH2:46][SH:47])=[CH:12][C:11]=2[N:10]=1. Procedure: Trifluoroacetic acid (8 mL) was added to a 0° C. solution of N-(2-{2-[2-(2-{[4-amino-2-(ethoxymethyl)-1-(2-hydroxy-2-methylpropyl)-1H-imidazo[4,5-c]quinolin-7-yl]oxy}ethoxy)ethoxy]ethoxy}ethyl)-3-(tritylthio)propanamide (1.38 g, 1.65 mmol) and triethylsilane (3.16 mL, 19.8 mmol) in dichloromethane (12 mL). The solution was stirred at 0° C. for 2 hours, then was concentrated under reduced pressure. The residue was concentrated under reduced pressure from toluene several times. The crude product w... Reactants: C(=O)(OC(C)(C)C)N1CCN(CC1)CC1=C(C=CC(=C1)[N+](=O)[O-])C(C(F)(F)F)(F)F (1-Boc-4-(5-nitro-2-pentafluoroethyl-benzyl)-piperazine), FC(C(F)(F)F)(C1=C(C=C(C=C1)N)OCCN1CCCC1)F (4-pentafluoroethyl-3-(2-pyrrolidin-1-yl-ethoxy)-phenylamine). The product is NC=1C=CC(=C(CN2CCN(CC2)C(=O)OC(C)(C)C)C1)C(C(F)(F)F)(F)F (tert-Butyl 4-(5-amino-2-(perfluoroethyl)benzyl)piperazine-1-carboxylate). Reaction SMILES: [C:1]([N:8]1[CH2:13][CH2:12][N:11]([CH2:14][C:15]2[CH:20]=[C:19]([N+:21]([O-])=O)[CH:18]=[CH:17][C:16]=2[C:24]([F:30])([F:29])[C:25]([F:28])([F:27])[F:26])[CH2:10][CH2:9]1)([O:3][C:4]([CH3:7])([CH3:6])[CH3:5])=[O:2].FC(F)(C1C=CC(N)=CC=1OCCN1CCCC1)C(F)(F)F>>[NH2:21][C:19]1[CH:18]=[CH:17][C:16]([C:24]([F:29])([F:30])[C:25]([F:26])([F:27])[F:28])=[C:15]([CH:20]=1)[CH2:14][N:11]1[CH2:10][CH2:9][N:8]([C:1]([O:3][C:4]([CH3:7])([CH3:6])[CH3:5])=[O:2])[CH2:13][CH2:12]1. Reported procedure: tert-Butyl 4-(5-amino-2-(perfluoroethyl)benzyl)piperazine-1-carboxylate was prepared from 1-Boc-4-(5-nitro-2-pentafluoroethyl-benzyl)-piperazine similar to that described in the preparation of 4-pentafluoroethyl-3-(2-pyrrolidin-1-yl-ethoxy)-phenylamine. Starting materials: CN1N=C(C=2C1=NC(=C(C2)C#N)C=C)C (1,3-dimethyl-6-vinyl-1H-pyrazolo[3,4-b]pyridine-5-carbonitrile), C(C)(=O)O (acetic acid), N1CCCC1 (pyrrolidine). Solvent: CO (methanol). Conditions: time 3 hour. The product is CN1N=C(C=2C1=NC(=C(C2)C#N)CCN2CCCC2)C (1,3-dimethyl-6-[2-(pyrrolidin-1-yl)ethyl]-1H-pyrazolo[3,4-b]pyridine-5-carbonitrile). As a reaction SMILES: [CH3:1][N:2]1[C:6]2=[N:7][C:8]([CH:13]=[CH2:14])=[C:9]([C:11]#[N:12])[CH:10]=[C:5]2[C:4]([CH3:15])=[N:3]1.C(O)(=O)C.[NH:20]1[CH2:24][CH2:23][CH2:22][CH2:21]1>CO>[CH3:1][N:2]1[C:6]2=[N:7][C:8]([CH2:13][CH2:14][N:20]3[CH2:24][CH2:23][CH2:22][CH2:21]3)=[C:9]([C:11]#[N:12])[CH:10]=[C:5]2[C:4]([CH3:15])=[N:3]1. Procedure: A solution of 1,3-dimethyl-6-vinyl-1H-pyrazolo[3,4-b]pyridine-5-carbonitrile (2.20 g, 11.1 mmol) in methanol (110 mL) was treated with acetic acid (635 μL, 11.1 mmol) and pyrrolidine (4.59 mL, 55.5 mmol). The mixture was stirred at room temperature for 3 hours and the solvent removed under reduced pressure. The residue was suspended in water and extracted with ethyl acetate. The combined organic layers were dried over Na2SO4 and concentrated to give 1,3-dimethyl-6-[2-(pyrrolidin-1-yl)ethyl]-1H-p...